Dataset: the Open Reaction Database (ORD), a public repository of structured organic reaction records. Task: describe an organic reaction: reactants, conditions, products, and yield Reactants: FC1=C(C=C(C=C1)[C@@H](C)N[C@@H]1C[C@@H](CC1)C1=CC=C(C(=O)OC)C=C1)OC (Methyl 4-[(1R,3S)-3-[[(1R)-1-(4-fluoro-3-methoxyphenyl)ethyl]amino]-cyclopentyl]benzoate), [OH-].[Na+] (NaOH). Solvent: CO (methanol). Product: FC1=C(C=C(C=C1)[C@@H](C)N[C@@H]1C[C@@H](CC1)C1=CC=C(C(=O)O)C=C1)OC (4-[(1R,3S)-3-[[(1R)-1-(4-fluoro-3-methoxy-phenyl)ethyl]amino]-cyclopentyl]benzoic acid). RXN SMILES: [F:1][C:2]1[CH:7]=[CH:6][C:5]([C@H:8]([NH:10][C@H:11]2[CH2:15][CH2:14][C@@H:13]([C:16]3[CH:25]=[CH:24][C:19]([C:20]([O:22]C)=[O:21])=[CH:18][CH:17]=3)[CH2:12]2)[CH3:9])=[CH:4][C:3]=1[O:26][CH3:27].[OH-].[Na+]>CO>[F:1][C:2]1[CH:7]=[CH:6][C:5]([C@H:8]([NH:10][C@H:11]2[CH2:15][CH2:14][C@@H:13]([C:16]3[CH:17]=[CH:18][C:19]([C:20]([OH:22])=[O:21])=[CH:24][CH:25]=3)[CH2:12]2)[CH3:9])=[CH:4][C:3]=1[O:26][CH3:27] |f:1.2|. Procedure: Methyl 4-[(1R,3S)-3-[[(1R)-1-(4-fluoro-3-methoxyphenyl)ethyl]amino]-cyclopentyl]benzoate (preparation 33) (89 mg) in methanol (1 mL) was treated with 2M NaOH at r.t. for 2 h. After removal of the solvent in vacuo, 2M acetic acid was added to pH 4. The resulting precipitate was collected on a filter, washed with water and dried to afford the title compound. 1H NMR (300 MHz, DMSO) δ 7.78 (d, J=8.1 Hz, 2H), 7.18 (d, J=8.2 Hz, 3H), 7.10 (dd, J=11.5, 8.3 Hz, 1H), 6.89 (ddd, J=8.2, 4.5, 1.9 Hz, 1H), 3... The reactants are ClCCCBr, Fc1ccccc1S. Yields the product Fc1ccccc1SCCCCl. Reaction SMILES: [Br:9][CH2:10][CH2:11][CH2:12][Cl:13].[F:1][c:2]1[c:3]([SH:8])[cH:4][cH:5][cH:6][cH:7]1>>[F:1][c:2]1[c:3]([S:8][CH2:10][CH2:11][CH2:12][Cl:13])[cH:4][cH:5][cH:6][cH:7]1. Starting materials: [OH-].[K+] (potassium hydroxide), N1C=CC=2C(=CC=CC12)C=O (indole-4-carboxaldehyde), OCC(=O)C1=CC=CC=C1 (2-hydroxy-acetophenone), C(C)[N+](CC1=CC=CC=C1)(CC)CC (triethylbenzylammonium). Solvent: C(C)O (ethanol), O (water). Reaction conditions: temperature 30 celsius, time 23 hour. The product is OC1=C(C=CC=C1)C(C=CC1=C2C=CNC2=CC=C1)=O (1-(2-hydroxyphenyl)-3-(1H-indol-4-yl)-2-propen-1-one). Reaction SMILES: [OH-:1].[K+].[NH:3]1[C:11]2[CH:10]=[CH:9][CH:8]=[C:7]([CH:12]=O)[C:6]=2[CH:5]=[CH:4]1.O[CH2:15][C:16]([C:18]1[CH:23]=[CH:22][CH:21]=[CH:20][CH:19]=1)=[O:17].C([N+](CC)(CC)CC1C=CC=CC=1)C>C(O)C.O>[OH:1][C:19]1[CH:20]=[CH:21][CH:22]=[CH:23][C:18]=1[C:16](=[O:17])[CH:15]=[CH:12][C:7]1[CH:8]=[CH:9][CH:10]=[C:11]2[C:6]=1[CH:5]=[CH:4][NH:3]2 |f:0.1|. Procedure: 0.5 ml of 38% potassium hydroxide solution was added with stirring under an inert atmosphere at 30° C. to a mixture of 0.132 g of indole-4-carboxaldehyde, 0.1 ml of 2-hydroxy-acetophenone and 0.189 g of triethylbenzylammonium in 2 ml of ethanol and after stirring at 30° C. for 23 hours, the mixture was diluted with water and extracted with ethyl acetate. The organic phase was washed with water, dried and evaporated to dryness under reduced pressure. The residue was chromatographed over silica an... Starting materials: CC1=CC=C(CC2CCNCC2)C=C1 (4-(4-methylbenzyl)-piperidine), C([O-])([O-])=O.[Na+].[Na+] (sodium carbonate), BrC(C(=O)C1=CC(=C(C(=C1)C)OC)C)C (2-bromo-4'-methoxy-3',5'-dimethylpropiophenone). Solvent: C(C)O (ethanol). Yields the product CC1=CC=C(CC2CCN(CC2)C(C(=O)C2=CC(=C(C(=C2)C)OC)C)C)C=C1 (2-[4-(4-Methylbenzyl)-piperidino]-4'-methoxy-3',5'-dimethylpropiophenone). Reaction SMILES: Br[CH:2]([CH3:15])[C:3]([C:5]1[CH:10]=[C:9]([CH3:11])[C:8]([O:12][CH3:13])=[C:7]([CH3:14])[CH:6]=1)=[O:4].[CH3:16][C:17]1[CH:29]=[CH:28][C:20]([CH2:21][CH:22]2[CH2:27][CH2:26][NH:25][CH2:24][CH2:23]2)=[CH:19][CH:18]=1.C(=O)([O-])[O-].[Na+].[Na+]>C(O)C>[CH3:16][C:17]1[CH:18]=[CH:19][C:20]([CH2:21][CH:22]2[CH2:27][CH2:26][N:25]([CH:2]([CH3:15])[C:3]([C:5]3[CH:10]=[C:9]([CH3:11])[C:8]([O:12][CH3:13])=[C:7]([CH3:14])[CH:6]=3)=[O:4])[CH2:24][CH2:23]2)=[CH:28][CH:29]=1 |f:2.3.4|. Procedure details: 5.9 g (0.022 mol) of 2-bromo-4'-methoxy-3',5'-dimethylpropiophenone are dissolved in 30 ml of ethanol, 4.2 g (0.022 mol) of 4-(4-methylbenzyl)-piperidine and then 2.12 g (0.02 mol) of sodium carbonate are added and the mixture is heated under reflux for 2 hours. It is left to cool, the inorganic precipitate is filtered off and the filtrate is evaporated. The residual oil is purified by chromatography on silica using acetone as the eluant. This gives 8 g of a product, which is used as such. The reactants are C(=O)C=1C=NN(C1)CC(=O)OC(C)(C)C (tert-butyl 2-(4-formylpyrazol-1-yl)acetate), solution, Cl (HCl). The solvent is O1CCOCC1 (dioxane), O1CCOCC1 (dioxane). Reaction conditions: time 3 day. The product is C(=O)C=1C=NN(C1)CC(=O)O (2-(4-formylpyrazol-1-yl)acetic acid). Isolated yield 83.4%. As a reaction SMILES: [CH:1]([C:3]1[CH:4]=[N:5][N:6]([CH2:8][C:9]([O:11]C(C)(C)C)=[O:10])[CH:7]=1)=[O:2].Cl>O1CCOCC1>[CH:1]([C:3]1[CH:4]=[N:5][N:6]([CH2:8][C:9]([OH:11])=[O:10])[CH:7]=1)=[O:2]. Reported procedure: To a solution of tert-butyl 2-(4-formylpyrazol-1-yl)acetate (0.67 g, 3.19 mmol) in dioxane (10 mL) was added a 4N solution of HCl in dioxane (10 mL) and the mixture was stirred at room temperature for three days. The solvent was removed by evaporation under reduced pressure to afford the title compound (0.41 g, 98%) as a yellow oil. Reactants: C(C)(C)C=1C=CC(NN1)=O (6-Isopropyl-3 (2H)-pyridazinone), P(=O)(Cl)(Cl)Cl (phosphorus oxychloride). Product: ClC=1N=NC(=CC1)C(C)C (3-chloro-6-isopropylpyridazine). RXN SMILES: [CH:1]([C:4]1[CH:5]=[CH:6][C:7](=O)[NH:8][N:9]=1)([CH3:3])[CH3:2].P(Cl)(Cl)([Cl:13])=O>>[Cl:13][C:7]1[N:8]=[N:9][C:4]([CH:1]([CH3:3])[CH3:2])=[CH:5][CH:6]=1. Reported procedure: 6-Isopropyl-3 (2H)-pyridazinone (3.30 g) and phosphorus oxychloride (15.0 ml) were heated for 1 hour under reflux. After an excess of phosphorus oxychloride was distilled away, ice-water (200 ml) was added to the residues which were then adjusted to pH 6 with 20% aqueous sodium hydroxide solution. The reaction solution was extracted 3 times with ethyl acetate, and the extracts were combined, dried over anhydrous magnesium sulfate and concentrated. The residues were purified by silica gel column ... Starting materials: C([O-])([O-])=O.[K+].[K+] (potassium carbonate), IC (iodomethane), ClC1=C(C(=CC=C1F)Cl)C(C)OC=1C(=NC=C(C1)C=1N=NN(C1)C1CCNCC1)N (3-(1-(2,6-dichloro-3-fluorophenyl)ethoxy)-5-(1-(piperidin-4-yl)-1H-1,2,3-triazol-4-yl)-2-aminopyridine). Solvent: CN(C=O)C (N,N-dimethyl formamide). Run at time 8 hour. Yields the product ClC1=C(C(=CC=C1F)Cl)C(C)OC=1C(=NC=C(C1)C=1N=NN(C1)C1CCN(CC1)C)N (3-(1-(2,6-dichloro-3-fluorophenyl)ethoxy)-5-(1-(1-methylpiperidin-4-yl)-1H-1,2,3-triazol-4-yl)-2-aminopyridine). RXN SMILES: [Cl:1][C:2]1[C:7]([F:8])=[CH:6][CH:5]=[C:4]([Cl:9])[C:3]=1[CH:10]([O:12][C:13]1[C:14]([NH2:30])=[N:15][CH:16]=[C:17]([C:19]2[N:20]=[N:21][N:22]([CH:24]3[CH2:29][CH2:28][NH:27][CH2:26][CH2:25]3)[CH:23]=2)[CH:18]=1)[CH3:11].[C:31](=O)([O-])[O-].[K+].[K+].IC>CN(C)C=O>[Cl:1][C:2]1[C:7]([F:8])=[CH:6][CH:5]=[C:4]([Cl:9])[C:3]=1[CH:10]([O:12][C:13]1[C:14]([NH2:30])=[N:15][CH:16]=[C:17]([C:19]2[N:20]=[N:21][N:22]([CH:24]3[CH2:29][CH2:28][N:27]([CH3:31])[CH2:26][CH2:25]3)[CH:23]=2)[CH:18]=1)[CH3:11] |f:1.2.3|. Reported procedure: 3-(1-(2,6-dichloro-3-fluorophenyl)ethoxy)-5-(1-(piperidin-4-yl)-1H-1,2,3-triazol-4-yl)-2-aminopyridine (451 mg, 1 mmol) in the above mentioned Example 2 was added to N,N-dimethyl formamide (10 mL), potassium carbonate (276 mg, 2 mmol) and iodomethane (425.7 mg, 3 mmol) were added, and the reaction was performed overnight at room temperature. The resultant mixture was washed with water for several times, dried over anhydrous sodium sulfate, filtered, the filtrate was rotatedly concentrated to dry...